From a dataset of the Open Reaction Database (ORD), a public repository of structured organic reaction records. describe an organic reaction: reactants, conditions, products, and yield The reactants are C(C(=O)C)(=O)OCC (ethyl pyruvate), C(CCCCCCC)(=O)Cl (octanoyl chloride), N1=CC=CC=C1 (pyridine), C(C(=O)C)(=O)OCC (ethyl pyruvate), C(O)([O-])=O.[Na+] (sodium hydrogencarbonate). The solvent is C(C)OCC (diethyl ether). Conditions: temperature 0 celsius, time 10 minute. The product is C(CCCCCCC)(=O)OC(C(=O)OCC)=C (ethyl α-octanoyloxyacrylate). The yield is 34.7%. As a reaction SMILES: [C:1]([O:6][CH2:7][CH3:8])(=[O:5])[C:2]([CH3:4])=[O:3].N1C=CC=CC=1.[C:15](Cl)(=[O:23])[CH2:16][CH2:17][CH2:18][CH2:19][CH2:20][CH2:21][CH3:22].C(=O)([O-])O.[Na+]>C(OCC)C>[C:15]([O:3][C:2](=[CH2:4])[C:1]([O:6][CH2:7][CH3:8])=[O:5])(=[O:23])[CH2:16][CH2:17][CH2:18][CH2:19][CH2:20][CH2:21][CH3:22] |f:3.4|. Reported procedure: While ethyl pyruvate (174 g, 1.5 mol) was being stirred at 0° C., pyridine (120 g, 1.5 mol) was dropped into the ethyl pyruvate. After it was stirred at 0° C. for 10 minutes, octanoyl chloride (243 g, 1.5 mol) was slowly dropped into this mixture. After the temperature of the reaction solution reached room temperature, the reaction solution was stirred for 48 hours. An aqueous solution of saturated sodium hydrogencarbonate and diethyl ether were added to the reaction solution, and an organic lay...